Dataset: the Open Reaction Database (ORD), a public repository of structured organic reaction records. Task: describe an organic reaction: reactants, conditions, products, and yield The reactants are P(OCC)(OCC)OCC (Triethyl phosphite), BrCC1=CC=C(C=C1)C=1SC2=C(N1)C=C(C=C2)F (2-(4-bromomethylphenyl)-5-fluorobenzothiazole). Solvent: CCCCCC (n-hexane). Yields the product FC=1C=CC2=C(N=C(S2)C2=CC=C(CP(OCC)(OCC)=O)C=C2)C1 (diethyl 4-(5-fluorobenzothiazol-2-yl)-benzylphosphonate). Isolated yield 82.2%. RXN SMILES: [P:1]([O:8][CH2:9][CH3:10])([O:5][CH2:6][CH3:7])[O:2]CC.Br[CH2:12][C:13]1[CH:18]=[CH:17][C:16]([C:19]2[S:20][C:21]3[CH:27]=[CH:26][C:25]([F:28])=[CH:24][C:22]=3[N:23]=2)=[CH:15][CH:14]=1>CCCCCC>[F:28][C:25]1[CH:26]=[CH:27][C:21]2[S:20][C:19]([C:16]3[CH:17]=[CH:18][C:13]([CH2:12][P:1](=[O:2])([O:5][CH2:6][CH3:7])[O:8][CH2:9][CH3:10])=[CH:14][CH:15]=3)=[N:23][C:22]=2[CH:24]=1. Procedure: Triethyl phosphite (50.0 g) was added to 31.0 g of 2-(4-bromomethylphenyl)-5-fluorobenzothiazole, and the mixture was reacted at 150° to 160° C. for 15 minutes under a stream of nitrogen. The reaction mixture was allowed to cool to room temperature, and 100 ml of n-hexane was added. The precipitated crystals were collected by filtration and dried to give 39.0 g of crude crystals. Recrystallization from a mixture of ethyl acetate and cyclohexane gave 30.0 g of the captioned compound as colorless ... Reactants: COC(=O)C(C)C, CN(C)P(=O)(N(C)C)N(C)C, CCCCCC, CC(C)[N-]C(C)C, ClCc1ccc2oc(-c3ccc4ccc(Cl)cc4n3)cc2c1, [Li+], C1CCOC1. Product: COC(=O)C(C)(C)Cc1ccc2oc(-c3ccc4ccc(Cl)cc4n3)cc2c1. As a reaction SMILES: [CH3:14][CH:15]([C:16](=[O:17])[O:18][CH3:19])[CH3:20].[CH3:43][N:44]([CH3:45])[P:46](=[O:47])([N:48]([CH3:49])[CH3:50])[N:51]([CH3:52])[CH3:53].[CH3:54][CH2:55][CH2:56][CH2:57][CH2:58][CH3:59].[CH:1]([N-:2][CH:3]([CH3:4])[CH3:5])([CH3:6])[CH3:7].[Cl:21][c:22]1[cH:23][cH:24][c:25]2[cH:26][cH:27][c:28](-[c:32]3[o:33][c:34]4[c:35]([cH:36]3)[cH:37][c:38]([CH2:41][Cl:42])[cH:39][cH:40]4)[n:29][c:30]2[cH:31]1.[Li+:8].[O:9]1[CH2:10][CH2:11][CH2:12][CH2:13]1>>[CH3:14][C:15]([C:16](=[O:17])[O:18][CH3:19])([CH3:20])[CH2:41][c:38]1[cH:37][c:35]2[c:34]([o:33][c:32](-[c:28]3[cH:27][cH:26][c:25]4[cH:24][cH:23][c:22]([Cl:21])[cH:31][c:30]4[n:29]3)[cH:36]2)[cH:40][cH:39]1. Starting materials: C(C)OC(=O)CCCCCCCN1C(=NC(=C1C1=CC=CC=C1)C1=CC=CC=C1)CCCCCCC (1-(7-Ethoxycarbonylheptyl)-2-heptyl-4,5-diphenylimidazole), [OH-].[Na+] (sodium hydroxide). Product: C(=O)(O)CCCCCCCN1C(=NC(=C1C1=CC=CC=C1)C1=CC=CC=C1)CCCCCCC (1-(7-carboxyheptyl)-2-heptyl-4,5-diphenylimidazole). As a reaction SMILES: C([O:3][C:4]([CH2:6][CH2:7][CH2:8][CH2:9][CH2:10][CH2:11][CH2:12][N:13]1[C:17]([C:18]2[CH:23]=[CH:22][CH:21]=[CH:20][CH:19]=2)=[C:16]([C:24]2[CH:29]=[CH:28][CH:27]=[CH:26][CH:25]=2)[N:15]=[C:14]1[CH2:30][CH2:31][CH2:32][CH2:33][CH2:34][CH2:35][CH3:36])=[O:5])C.[OH-].[Na+]>>[C:4]([CH2:6][CH2:7][CH2:8][CH2:9][CH2:10][CH2:11][CH2:12][N:13]1[C:17]([C:18]2[CH:23]=[CH:22][CH:21]=[CH:20][CH:19]=2)=[C:16]([C:24]2[CH:29]=[CH:28][CH:27]=[CH:26][CH:25]=2)[N:15]=[C:14]1[CH2:30][CH2:31][CH2:32][CH2:33][CH2:34][CH2:35][CH3:36])([OH:5])=[O:3] |f:1.2|. Procedure: 1-(7-Ethoxycarbonylheptyl)-2-heptyl-4,5-diphenylimidazole (1 g) was reacted with sodium hydroxide in a method similar to Example 10 to give, after column chromatography on silica gel (dichloromethane/methanol) and recrystallisation from hexane, 1-(7-carboxyheptyl)-2-heptyl-4,5-diphenylimidazole (0.26 g, 28%) as a white solid, m.p. 75°-6°. Found: C, 78.04; H, 8.85; N, 6.10%; C30H40N2O2 requires: C, 78.22; H, 8.75; N, 6.08%; The reactants are N(N)C(C(=O)NC1=CC=C(C=C1)[C@@H]1CC[C@H](CC1)CC(=O)OC)=O (methyl [trans-4-(4-{[hydrazino(oxo)acetyl]amino}phenyl)cyclohexyl]acetate), N(N)C(C(=O)NC1=CC=C(C=C1)[C@@H]1CC[C@H](CC1)CC(=O)OC)=O (methyl [trans-4-(4-{[hydrazino(oxo)acetyl]amino}phenyl)cyclohexyl]acetate), C1=CN(C=N1)C(=O)N2C=CN=C2 (CDI), NC=1C=C(C(=O)N)C=CC1 (3-Aminobenzamide), C(=S)(N1C=NC=C1)N1C=NC=C1 (thiocarbonyldiimidazole). The solvent is CN(C)C=O (DMF), CC#N (CH3CN). Run at temperature 80 celsius, time 16 hour. Yields the product NC(=O)C=1C=C(C=CC1)NC1=NN=C(O1)C(=O)NC1=CC=C(C=C1)[C@@H]1CC[C@H](CC1)CC(=O)OC (Methyl [trans-4-(4-{[(5-{[3-(aminocarbonyl)phenyl]amino}-1,3,4-oxadiazol-2-yl)carbonyl]amino}phenyl)cyclohexyl]acetate). As a reaction SMILES: [NH2:1][C:2]1[CH:3]=[C:4]([CH:8]=[CH:9][CH:10]=1)[C:5]([NH2:7])=[O:6].[C:11](N1C=CN=C1)(N1C=CN=C1)=S.[NH:23]([C:25](=[O:46])[C:26]([NH:28][C:29]1[CH:34]=[CH:33][C:32]([C@H:35]2[CH2:40][CH2:39][C@H:38]([CH2:41][C:42]([O:44][CH3:45])=[O:43])[CH2:37][CH2:36]2)=[CH:31][CH:30]=1)=[O:27])[NH2:24].C1N=CN(C(N2C=NC=C2)=O)C=1>CC#N.CN(C=O)C>[NH2:7][C:5]([C:4]1[CH:3]=[C:2]([NH:1][C:11]2[O:46][C:25]([C:26]([NH:28][C:29]3[CH:30]=[CH:31][C:32]([C@H:35]4[CH2:36][CH2:37][C@H:38]([CH2:41][C:42]([O:44][CH3:45])=[O:43])[CH2:39][CH2:40]4)=[CH:33][CH:34]=3)=[O:27])=[N:23][N:24]=2)[CH:10]=[CH:9][CH:8]=1)=[O:6]. Procedure: 3-Aminobenzamide (54 mg, 0.39 mmol) was added to a solution of thiocarbonyldiimidazole (71 mg, 0.39 mmol) in CH3CN (5 mL) and the mixture was stirred for 16 h. Methyl [trans-4-(4-{[hydrazino(oxo)acetyl]amino}phenyl)cyclohexyl]acetate (Intermediate 43) (110 mg, 0.33 mmol) and DMF (5 mL) was added and the mixture was stirred at 50° C. until a clear solution was obtained. PS-CDI (527 mg) was added and the temperature raised to 80° C. for 16 h. The mixture was filtered whilst hot and the polymer was... Starting materials: FC1=C(C=CC=C1)C1C2=C(NC(=C1C#N)C1=CC=C(C=C1)OC)NN=C2C (4-(2-fluorophenyl)-6-(4-methoxyphenyl)-3-methyl-4,7-dihydro-1H-pyrazolo[3,4-b]pyridine-5-carbonitrile). Reagents/catalysts: [O-2].[Mn+2] (manganese oxide). The solvent is ClCCl (dichloromethane), CO (methanol). Conditions: time 5 minute. Product: FC1=C(C=CC=C1)C1=C2C(=NC(=C1C#N)C1=CC=C(C=C1)OC)NN=C2C (4-(2-fluorophenyl)-6-(4-methoxyphenyl)-3-methyl-1H-pyrazolo[3,4-b]pyridine-5-carbonitrile). Isolated yield 91.6%. Reaction SMILES: [F:1][C:2]1[CH:7]=[CH:6][CH:5]=[CH:4][C:3]=1[CH:8]1[C:13]([C:14]#[N:15])=[C:12]([C:16]2[CH:21]=[CH:20][C:19]([O:22][CH3:23])=[CH:18][CH:17]=2)[NH:11][C:10]2[NH:24][N:25]=[C:26]([CH3:27])[C:9]1=2>ClCCl.CO.[O-2].[Mn+2]>[F:1][C:2]1[CH:7]=[CH:6][CH:5]=[CH:4][C:3]=1[C:8]1[C:13]([C:14]#[N:15])=[C:12]([C:16]2[CH:21]=[CH:20][C:19]([O:22][CH3:23])=[CH:18][CH:17]=2)[N:11]=[C:10]2[NH:24][N:25]=[C:26]([CH3:27])[C:9]=12 |f:3.4|. Procedure: 5.43 g (62.4 mmol) of manganese oxide is added to 4.5 g (12.49 mmol) of 4-(2-fluorophenyl)-6-(4-methoxyphenyl)-3-methyl-4,7-dihydro-1H-pyrazolo[3,4-b]pyridine-5-carbonitrile in solution in 60 ml of dichloromethane and 15 ml of methanol. The reaction mixture is placed in an ultrasonic bath for 5 minutes and then stirred at room temperature for 20 hours before being filtered on Dicalite. The filtrate is evaporated to yield 4.1 g (92%) of 4-(2-fluorophenyl)-6-(4-methoxyphenyl)-3-methyl-1H-pyrazolo[... Starting materials: SC=1SCCN1 (2-mercaptothiazoline), CC(C#C)=O (3-butyn-2-one). The solvent is C(C)O (ethanol), C(C)O (ethanol). Reaction conditions: time 18 hour. The product is SC1(SCC=N1)/C=C/C(C)=O (trans-4-(2-mercaptothiazolinyl)-3-buten-2-one). RXN SMILES: [SH:1][C:2]1[S:3][CH2:4][CH2:5][N:6]=1.[CH3:7][C:8](=[O:11])[C:9]#[CH:10]>C(O)C>[SH:1][C:2]1(/[CH:10]=[CH:9]/[C:8](=[O:11])[CH3:7])[N:6]=[CH:5][CH2:4][S:3]1. Procedure: To a stirred solution of 2-mercaptothiazoline (3.7 g., 0.03 mole) in aqueous ethanol (35 ml) at 35° C., a solution of 3-butyn-2-one (2.0 g., 0.03 mole) in ethanol (10 ml) was added dropwise over 10 minutes. The resulting solution was refluxed for 2 hours and stirred at ambient temperature for 18 hours. The volatiles were removed in vacuo and the residue was extracted into ethyl acetate and washed thoroughly with water. After drying (MgSO4), the solution was concentrated to an amber oil consistin...